This data is from the Open Reaction Database (ORD), a public repository of structured organic reaction records. The task is: describe an organic reaction: reactants, conditions, products, and yield As a reaction SMILES: [CH3:1][C:2]1[CH:8]=[CH:7][CH:6]=[C:5]([C:9](=[O:11])[CH3:10])[C:3]=1[NH2:4].N1C=CC=CC=1.[Cl:18][CH2:19][C:20](Cl)=[O:21]>C(Cl)Cl>[Cl:18][CH2:19][C:20]([NH:4][C:3]1[C:5]([C:9](=[O:11])[CH3:10])=[CH:6][CH:7]=[CH:8][C:2]=1[CH3:1])=[O:21]. Conditions: time 2 hour. Procedure details: 2-Methyl-6-acetylaniline (25 g) and pyridine (26.5 g) in 1 liter methylene chloride were cooled in an ice-acetone bath. A solution of chloroacetyl chloride (37.9 g) in 100 ml methylene chloride was dripped in slowly. The solution was stirred at room temperature for 2 hours, washed with 10% HCl, 10% NaOH, dried (MgSO4) and stripped. Yield: The title product as a white solid, MP 88°-89° C. Solvent: C(Cl)Cl (methylene chloride), C(Cl)Cl (methylene chloride). Starting materials: CC1=C(N)C(=CC=C1)C(C)=O (2-Methyl-6-acetylaniline), N1=CC=CC=C1 (pyridine), ClCC(=O)Cl (chloroacetyl chloride). Yields the product ClCC(=O)NC1=C(C=CC=C1C(C)=O)C (N-Chloroacetyl-2-methyl-6-acetylaniline). Reactants: C(C1=CC=CC=C1)OC(=O)N[C@H](C(=O)OC(C)(C)C)CSC[C@@H](COC(NCCCCCCCC)=O)OC(NCCCCCCCC)=O ((R)-tert-butyl 2-(benzyloxycarbonylamino)-3-((R)-2,3-bis(octylcarbamoyloxy)propylthio)propanoate). Solvent: C(=O)(C(F)(F)F)O (TFA), C(Cl)Cl (DCM), C(Cl)Cl (DCM). Yields the product C(C1=CC=CC=C1)OC(=O)N[C@H](C(=O)O)CSC[C@@H](COC(NCCCCCCCC)=O)OC(NCCCCCCCC)=O ((R)-2-(benzyloxycarbonylamino)-3-((R)-2,3-bis(octylcarbamoyloxy)propylthio)propanoic acid). As a reaction SMILES: [CH2:1]([O:8][C:9]([NH:11][C@@H:12]([CH2:20][S:21][CH2:22][C@H:23]([O:37][C:38](=[O:48])[NH:39][CH2:40][CH2:41][CH2:42][CH2:43][CH2:44][CH2:45][CH2:46][CH3:47])[CH2:24][O:25][C:26](=[O:36])[NH:27][CH2:28][CH2:29][CH2:30][CH2:31][CH2:32][CH2:33][CH2:34][CH3:35])[C:13]([O:15]C(C)(C)C)=[O:14])=[O:10])[C:2]1[CH:7]=[CH:6][CH:5]=[CH:4][CH:3]=1>C(O)(C(F)(F)F)=O.C(Cl)Cl>[CH2:1]([O:8][C:9]([NH:11][C@@H:12]([CH2:20][S:21][CH2:22][C@H:23]([O:37][C:38](=[O:48])[NH:39][CH2:40][CH2:41][CH2:42][CH2:43][CH2:44][CH2:45][CH2:46][CH3:47])[CH2:24][O:25][C:26](=[O:36])[NH:27][CH2:28][CH2:29][CH2:30][CH2:31][CH2:32][CH2:33][CH2:34][CH3:35])[C:13]([OH:15])=[O:14])=[O:10])[C:2]1[CH:3]=[CH:4][CH:5]=[CH:6][CH:7]=1. Reported procedure: A solution of (R)-tert-butyl 2-(benzyloxycarbonylamino)-3-((R)-2,3-bis(octylcarbamoyloxy)propylthio)propanoate in 30% TFA in DCM (0.3 M) was stirred at room temperature until complete deprotection of the tert-butyl group (4 hours). The reaction was diluted with DCM and concentrated with a stream of nitrogen. The reaction mixture was then diluted in MTBE and washed once with 1M citric acid (adjusted to pH3). The organic layer was dried over anhydrous Na2SO4 and concentrated en vaccuo. The resulti... Starting materials: [Li]C(C)(C)C, O=C([O-])O, CCOCC, Fc1ccc(I)cc1, N#CC1(N2CCCC2)CCC1, [Na+]. Yields the product NC(c1ccc(F)cc1)C1(N2CCCC2)CCC1. As a reaction SMILES: [C:1]([Li:2])([CH3:3])([CH3:4])[CH3:5].[C:25](=[O:26])([OH:27])[O-:28].[CH2:30]([O:31][CH2:32][CH3:33])[CH3:34].[F:6][c:7]1[cH:8][cH:9][c:10]([I:13])[cH:11][cH:12]1.[N:14]1([C:19]2([C:23]#[N:24])[CH2:20][CH2:21][CH2:22]2)[CH2:15][CH2:16][CH2:17][CH2:18]1.[Na+:29]>>[F:6][c:7]1[cH:8][cH:9][c:10]([CH:23]([C:19]2([N:14]3[CH2:15][CH2:16][CH2:17][CH2:18]3)[CH2:20][CH2:21][CH2:22]2)[NH2:24])[cH:11][cH:12]1. The reactants are O=C([O-])[O-], COCC1CN(C(Cc2ccc3ccccc3c2)C(=O)OC)CCN1S(=O)(=O)c1ccccc1[N+](=O)[O-], Cl, [K+], [K+], CN(C)C=O, Oc1ccc(S)cc1. The product is COCC1CN(C(Cc2ccc3ccccc3c2)C(=O)OC)CCN1. As a reaction SMILES: [C:38](=[O:39])([O-:40])[O-:41].[CH3:1][O:2][C:3]([CH:4]([CH2:5][c:6]1[cH:7][c:8]2[cH:9][cH:10][cH:11][cH:12][c:13]2[cH:14][cH:15]1)[N:16]1[CH2:17][CH:18]([CH2:34][O:35][CH3:36])[N:19]([S:22]([c:23]2[cH:24][cH:25][cH:26][cH:27][c:28]2[N+:29]([O-:30])=[O:31])(=[O:32])=[O:33])[CH2:20][CH2:21]1)=[O:37].[ClH:52].[K+:42].[K+:43].[O:53]=[CH:54][N:55]([CH3:56])[CH3:57].[SH:44][c:45]1[cH:46][cH:47][c:48]([OH:49])[cH:50][cH:51]1>>[CH3:1][O:2][C:3]([CH:4]([CH2:5][c:6]1[cH:7][c:8]2[cH:9][cH:10][cH:11][cH:12][c:13]2[cH:14][cH:15]1)[N:16]1[CH2:17][CH:18]([CH2:34][O:35][CH3:36])[NH:19][CH2:20][CH2:21]1)=[O:37]. Starting materials: C1(=CC=CC=C1)C=NN1C(NCCC1)=O (tetrahydro-3-[(phenylmethylene)amino]-2(1H)-pyrimidinone), Cl (hydrochloric acid). Solvent: O (water). The product is Cl.NN1C(NCCC1)=O (3-Aminotetrahydro-2(1H)-pyrimidinone, monohydrochloride). As a reaction SMILES: C1(C=[N:8][N:9]2[CH2:14][CH2:13][CH2:12][NH:11][C:10]2=[O:15])C=CC=CC=1.[ClH:16]>O>[ClH:16].[NH2:8][N:9]1[CH2:14][CH2:13][CH2:12][NH:11][C:10]1=[O:15] |f:3.4|. Reported procedure: A solution of 5.7 g (28.0 mmol) tetrahydro-3-[(phenylmethylene)amino]-2(1H)-pyrimidinone in a mixture of 43 ml water and 43 ml concentrated hydrochloric acid was steam distilled until no additional benzaldehyde condensed. The residual solution was evaporated to dryness, triturated with ethanol and dried in vacuo. Yield 3.07 g, melting point 210°-215° C. Reactants: [BH4-], CC(C)(C)c1ccc(C=O)cc1, CO, Cl, [Na+], NCCCc1ccccc1. Product: CC(C)(C)c1ccc(CNCCCc2ccccc2)cc1. As a reaction SMILES: [BH4-:23].[C:1]([CH3:2])([CH3:3])([CH3:4])[c:5]1[cH:6][cH:7][c:8]([CH:9]=[O:10])[cH:11][cH:12]1.[CH3:26][OH:27].[ClH:25].[Na+:24].[c:13]1([CH2:19][CH2:20][CH2:21][NH2:22])[cH:14][cH:15][cH:16][cH:17][cH:18]1>>[C:1]([CH3:2])([CH3:3])([CH3:4])[c:5]1[cH:6][cH:7][c:8]([CH2:9][NH:22][CH2:21][CH2:20][CH2:19][c:13]2[cH:14][cH:15][cH:16][cH:17][cH:18]2)[cH:11][cH:12]1.